describe an organic reaction: reactants, conditions, products, and yield From a dataset of the Open Reaction Database (ORD), a public repository of structured organic reaction records. Starting materials: N1C(=S)N=C(N)C=C1 (2-thiocytosine), N12CCCN=CC2CCCC1 (1,5-diazabicyclo[5,4,0]undec-5-ene), BrCCCCN1C(C=2C(C1=O)=CC=CC2)=O (N-(4-bromobutyl)phthalimide). Run in C(C)O (ethanol). Reaction conditions: time 18 hour. Yields the product NC1=NC(=NC=C1)SCCCCN1C(C=2C(C1=O)=CC=CC2)=O (4-amino-2-(4-phthalimidobutylthio)pyrimidine). The yield is 86.7%. As a reaction SMILES: [NH:1]1[CH:8]=[CH:7][C:5]([NH2:6])=[N:4][C:2]1=[S:3].N12CCCCC1C=NCCC2.Br[CH2:21][CH2:22][CH2:23][CH2:24][N:25]1[C:29](=[O:30])[C:28]2=[CH:31][CH:32]=[CH:33][CH:34]=[C:27]2[C:26]1=[O:35]>C(O)C>[NH2:6][C:5]1[CH:7]=[CH:8][N:1]=[C:2]([S:3][CH2:21][CH2:22][CH2:23][CH2:24][N:25]2[C:29](=[O:30])[C:28]3=[CH:31][CH:32]=[CH:33][CH:34]=[C:27]3[C:26]2=[O:35])[N:4]=1. Procedure: A mixture of 2-thiocytosine (0.25 g.), 1,5-diazabicyclo[5,4,0]undec-5-ene (0.33 g.), ethanol (10 ml.) and N-(4-bromobutyl)phthalimide (0.62 g.) was stirred at room temperature for 18 hours and then evaporated to dryness. The residue was partitioned between water and ethyl acetate and the ethyl acetate phase was dried and evaporated to dryness. The residue was recrystallised from acetonitrile to give 4-amino-2-(4-phthalimidobutylthio)pyrimidine (0.56 g.), m.p. 164°-167°. Reactants: BrC=1C=NC(=NC1)Cl (5-bromo-2-chloropyrimidine), FC(OC1=CC=C(C=C1)B1OC(C(O1)(C)C)(C)C)F (2-(4-(difluoromethoxy)phenyl)-4,4,5,5-tetramethyl-1,3,2-dioxaborolane), C(=O)([O-])[O-].[K+].[K+] (K2CO3). Reagents/catalysts: C=1C=CC(=CC1)[P](C=2C=CC=CC2)(C=3C=CC=CC3)[Pd]([P](C=4C=CC=CC4)(C=5C=CC=CC5)C=6C=CC=CC6)([P](C=7C=CC=CC7)(C=8C=CC=CC8)C=9C=CC=CC9)[P](C=1C=CC=CC1)(C=1C=CC=CC1)C=1C=CC=CC1 (Pd(PPh3)4). The solvent is O1CCOCC1 (1,4-dioxane). Reaction conditions: temperature 150 celsius. Product: ClC1=NC=C(C=N1)C1=CC=C(C=C1)OC(F)F (2-chloro-5-(4-(difluoromethoxy)phenyl)pyrimidine). As a reaction SMILES: Br[C:2]1[CH:3]=[N:4][C:5]([Cl:8])=[N:6][CH:7]=1.[F:9][CH:10]([F:27])[O:11][C:12]1[CH:17]=[CH:16][C:15](B2OC(C)(C)C(C)(C)O2)=[CH:14][CH:13]=1.C([O-])([O-])=O.[K+].[K+]>O1CCOCC1.C1C=CC([P]([Pd]([P](C2C=CC=CC=2)(C2C=CC=CC=2)C2C=CC=CC=2)([P](C2C=CC=CC=2)(C2C=CC=CC=2)C2C=CC=CC=2)[P](C2C=CC=CC=2)(C2C=CC=CC=2)C2C=CC=CC=2)(C2C=CC=CC=2)C2C=CC=CC=2)=CC=1>[Cl:8][C:5]1[N:4]=[CH:3][C:2]([C:15]2[CH:16]=[CH:17][C:12]([O:11][CH:10]([F:27])[F:9])=[CH:13][CH:14]=2)=[CH:7][N:6]=1 |f:2.3.4,^1:43,45,64,83|. Reported procedure: To a solution of 5-bromo-2-chloropyrimidine 16 (7.7 mmol) in 1,4-dioxane (1.5 mL) is added 2-(4-(difluoromethoxy)phenyl)-4,4,5,5-tetramethyl-1,3,2-dioxaborolane 15 (8.9 mmol), 1.8M K2CO3 (16.2 mmol) and Pd(PPh3)4 (0.38 mmol). The reaction is evacuated and backfilled with nitrogen twice then heated at 150° C. for 10 min in a microwave. After this time the reaction mixture is diluted with a saturated solution of NH4Cl and extracted with DCM (3×50 mL). The organic layer is washed with brine, dried ... The reactants are FC(C=1C=C(N)C=CC1)(F)F (3-trifluoromethylaniline), CC(=O)C=C (methyl vinylketone), ClC(=O)Cl (chloroketone), COC=1C=C(C=CC1N1C=NC(=C1)C)NC(=S)N ([3-methoxy-4-(4-methyl-imidazol-1-yl)-phenyl]-thiourea). The product is COC=1C=C(C=CC1N1C=NC(=C1)C)NC=1SC(=C(N1)C)CC1=CC(=CC=C1)C(F)(F)F ([3-Methoxy-4-(4-methyl-imidazol-1-yl)-phenyl]-[4-methyl-5-(3-trifluoromethyl-benzyl)-thiazol-2-yl]-amine). RXN SMILES: [F:1][C:2]([F:11])([F:10])[C:3]1[CH:4]=[C:5]([CH:7]=[CH:8][CH:9]=1)N.[CH3:12][C:13]([CH:15]=[CH2:16])=O.ClC(Cl)=O.[CH3:21][O:22][C:23]1[CH:24]=[C:25]([NH:35][C:36]([NH2:38])=[S:37])[CH:26]=[CH:27][C:28]=1[N:29]1[CH:33]=[C:32]([CH3:34])[N:31]=[CH:30]1>>[CH3:21][O:22][C:23]1[CH:24]=[C:25]([NH:35][C:36]2[S:37][C:13]([CH2:12][C:5]3[CH:7]=[CH:8][CH:9]=[C:3]([C:2]([F:11])([F:10])[F:1])[CH:4]=3)=[C:15]([CH3:16])[N:38]=2)[CH:26]=[CH:27][C:28]=1[N:29]1[CH:33]=[C:32]([CH3:34])[N:31]=[CH:30]1. Procedure: The title compound was prepared in analogy to example 7 without purification of the intermediate from 161 mg (1 mmol) 3-trifluoromethylaniline and 421 mg (6 mmol) methyl vinylketone. The crude chloroketone was used without further purification in the next step with 53 mg (0.2 mmol) [3-methoxy-4-(4-methyl-imidazol-1-yl)-phenyl]-thiourea. The crude product was purified on silica gel with methylene chloride/methanol 19/1 yielding 50 mg (55%) [3-methoxy-4-(4-methyl-imidazol-1-yl)-phenyl]-[4-methyl-5... The yield is 79.8%. Procedure details: To 1.59 g of 1-(4-trifluoromethyl-benzyloxy)-naphthalene-2-carboxylic acid methyl ester were added 10 ml of 2 M aqueous sodium hydroxide and 10 ml of methanol. After 3 h at reflux the mixture was poured unto water, treated with 2 M hydrochloric acid, and three times extracted with ethyl acetate. The combined organic layers were dried over magnesium sulphate and concentrated in vacuo. The resulting residue was purified by crystallization from pentane to yield 1.22 g of 1-(4-trifluoromethyl-benzyl... The solvent is O (water). The reactants are COC(=O)C1=C(C2=CC=CC=C2C=C1)OCC1=CC=C(C=C1)C(F)(F)F (1-(4-trifluoromethyl-benzyloxy)-naphthalene-2-carboxylic acid methyl ester), [OH-].[Na+] (sodium hydroxide), CO (methanol), Cl (hydrochloric acid). RXN SMILES: C[O:2][C:3]([C:5]1[CH:14]=[CH:13][C:12]2[C:7](=[CH:8][CH:9]=[CH:10][CH:11]=2)[C:6]=1[O:15][CH2:16][C:17]1[CH:22]=[CH:21][C:20]([C:23]([F:26])([F:25])[F:24])=[CH:19][CH:18]=1)=[O:4].[OH-].[Na+].CO.Cl>O>[F:24][C:23]([F:25])([F:26])[C:20]1[CH:19]=[CH:18][C:17]([CH2:16][O:15][C:6]2[C:7]3[C:12](=[CH:11][CH:10]=[CH:9][CH:8]=3)[CH:13]=[CH:14][C:5]=2[C:3]([OH:4])=[O:2])=[CH:22][CH:21]=1 |f:1.2|. Product: FC(C1=CC=C(COC2=C(C=CC3=CC=CC=C23)C(=O)O)C=C1)(F)F (1-(4-trifluoromethyl-benzyloxy)-naphthalene-2-carboxylic acid).